From a dataset of the Open Reaction Database (ORD), a public repository of structured organic reaction records. describe an organic reaction: reactants, conditions, products, and yield RXN SMILES: [CH2:1]([CH:5]1[C:9](=[O:10])[C:8]2[CH:11]=[C:12]([N+:15]([O-:17])=[O:16])[CH:13]=[CH:14][C:7]=2[O:6]1)[CH2:2][CH2:3][CH3:4].[BH4-].[Na+]>C(O)C.O>[CH2:1]([CH:5]1[CH:9]([OH:10])[C:8]2[CH:11]=[C:12]([N+:15]([O-:17])=[O:16])[CH:13]=[CH:14][C:7]=2[O:6]1)[CH2:2][CH2:3][CH3:4] |f:1.2|. The reactants are [BH4-].[Na+] (NaBH4), C(CCC)C1OC2=C(C1=O)C=C(C=C2)[N+](=O)[O-] (2-(n-butyl)-5-nitro-3(2H)-benzofuranone). Run in O (water), C(C)O (ethanol), C(C)O (ethanol). Run at temperature 0 celsius. Procedure details: 700 mg of 2-(n-butyl)-5-nitro-3(2H)-benzofuranone were introduced into 10 ml of ethanol in a 50 ml flask and cooled to 0° C. A solution of 130 mg of NaBH4 in 5 ml of ethanol was added dropwise thereto, an intense red coloration immediately appearing. The mixture was allowed to reach room temperature and was then briefly heated to reflux. After cooling to room temperature, the reaction mixture was taken up in water and dichloromethane, the organic phase was separated off, and the aqueous phase wa... Yields the product C(CCC)C1OC2=C(C1O)C=C(C=C2)[N+](=O)[O-] (2-(n-butyl)-5-nitro-2,3-dihydrobenzofuran-3-ol).